Dataset: the Open Reaction Database (ORD), a public repository of structured organic reaction records. Task: describe an organic reaction: reactants, conditions, products, and yield Starting materials: BrC1=CC(=C(C(=C1)C)C(=O)N1CCC(CC1)N1CCCC1)C ((4-bromo-2,6-dimethyl-phenyl)-(4-pyrrolidin-1-yl-piperidin-1-yl)-methanone), CC1=CC(=NC(=C1C(=O)N1CCC(CC1)N1CCCC1)C)C=1C=NC=C(C1)C(F)(F)F ((4,6-Dimethyl-5′-trifluoromethyl-[2,3′]bipyridinyl-5-yl)-(4-pyrrolidin-1-yl-piperidin-1-yl)-methanone), acid chloride, N1CCC(CC1)N1[C@@H](CCC1)COC(C1=CC=CC=C1)=O (benzoic acid (S)-1-piperidin-4-yl-pyrrolidin-2-ylmethyl ester), N1CCC(CC1)N1[C@@H](CCC1)COC(C1=CC=CC=C1)=O (benzoic acid (S)-1-piperidin-4-yl-pyrrolidin-2-ylmethyl ester). Yields the product CC1=CC(=NC(=C1C(=O)N1CCC(CC1)N1[C@@H](CCC1)COC(C1=CC=CC=C1)=O)C)C=1C=NC=C(C1)C(F)(F)F (benzoic acid (S)-1-[1-(4,6-dimethyl-5′-trifluoromethyl-[2,3′]bipyridinyl-5-carbonyl)-piperidin-4-yl]-pyrrolidin-2-ylmethyl ester). Reaction SMILES: BrC1C=C(C)C(C(N2CCC(N3CCCC3)CC2)=O)=C(C)C=1.[CH3:23][C:24]1[C:29]([C:30]([N:32]2[CH2:37][CH2:36][CH:35]([N:38]3[CH2:42][CH2:41][CH2:40][CH2:39]3)[CH2:34][CH2:33]2)=[O:31])=[C:28]([CH3:43])[N:27]=[C:26]([C:44]2[CH:45]=[N:46][CH:47]=[C:48]([C:50]([F:53])([F:52])[F:51])[CH:49]=2)[CH:25]=1.N1CCC(N2CCC[C@H]2[CH2:65][O:66][C:67](=[O:74])[C:68]2[CH:73]=[CH:72][CH:71]=[CH:70][CH:69]=2)CC1>>[CH3:23][C:24]1[C:29]([C:30]([N:32]2[CH2:37][CH2:36][CH:35]([N:38]3[CH2:39][CH2:40][CH2:41][C@H:42]3[CH2:65][O:66][C:67](=[O:74])[C:68]3[CH:73]=[CH:72][CH:71]=[CH:70][CH:69]=3)[CH2:34][CH2:33]2)=[O:31])=[C:28]([CH3:43])[N:27]=[C:26]([C:44]2[CH:45]=[N:46][CH:47]=[C:48]([C:50]([F:52])([F:53])[F:51])[CH:49]=2)[CH:25]=1. Procedure details: In analogy to the procedures described for intermediate 1 and for intermediate 4B,4,6-dimethyl-5′-trifluoromethyl-[2,3′]bipyridinyl-5-carboxylic acid (example 42) was converted into its acid chloride and reacted with benzoic acid (S)-1-piperidin-4-yl-pyrrolidin-2-ylmethyl ester (intermediate 3) to give benzoic acid (S)-1-[1-(4,6-dimethyl-5′-trifluoromethyl-[2,3′]bipyridinyl-5-carbonyl)-piperidin-4-yl]-pyrrolidin-2-ylmethyl ester, which was subsequently saponified to give the title compound as co... The yield is 48.1%. Yields the product FC(C=1C=C(C=C(C1)C(F)(F)F)OS(N)(=O)=O)(F)F (Sulfamic acid 3,5-bis(trifluoromethyl)phenyl ester). Reaction SMILES: [F:1][C:2]([F:15])([F:14])[C:3]1[CH:4]=[C:5]([OH:13])[CH:6]=[C:7]([C:9]([F:12])([F:11])[F:10])[CH:8]=1.Cl[S:17]([N:20]=C=O)(=[O:19])=[O:18]>C1(C)C=CC=CC=1>[F:1][C:2]([F:14])([F:15])[C:3]1[CH:4]=[C:5]([O:13][S:17](=[O:19])(=[O:18])[NH2:20])[CH:6]=[C:7]([C:9]([F:11])([F:10])[F:12])[CH:8]=1. The solvent is C1(=CC=CC=C1)C (toluene). Procedure: This compound was prepared using the procedure of Example 84 from a mixture of 9.8 g (0.043 mole) of 3,5-bis(trifluoromethyl)phenol and 3.9 ml (0.095 mole) of chlorosulfonyl isocyanate in 50 ml of toluene. The solid product was recrystallized from benzene to yield 6.4 g (48%) of a pale yellow solid; mp 118°-120° C. The reactants are FC(C=1C=C(C=C(C1)C(F)(F)F)O)(F)F (3,5-bis(trifluoromethyl)phenol), ClS(=O)(=O)N=C=O (chlorosulfonyl isocyanate). Starting materials: CCO, CC(C)OC(=O)N1CC2CC(CN(CC(N=[N+]=[N-])c3ccc(C#N)cc3)C2)C1. Yields the product CC(C)OC(=O)N1CC2CC(CN(CC(N)c3ccc(C#N)cc3)C2)C1. As a reaction SMILES: [CH3:29][CH2:30][OH:31].[N:1](=[N+:2]=[N-:3])[CH:4]([CH2:5][N:6]1[CH2:7][CH:8]2[CH2:9][N:10]([C:15](=[O:16])[O:17][CH:18]([CH3:19])[CH3:20])[CH2:11][CH:12]([CH2:13]1)[CH2:14]2)[c:21]1[cH:22][cH:23][c:24]([C:27]#[N:28])[cH:25][cH:26]1>>[NH2:1][CH:4]([CH2:5][N:6]1[CH2:7][CH:8]2[CH2:9][N:10]([C:15](=[O:16])[O:17][CH:18]([CH3:19])[CH3:20])[CH2:11][CH:12]([CH2:13]1)[CH2:14]2)[c:21]1[cH:22][cH:23][c:24]([C:27]#[N:28])[cH:25][cH:26]1. Starting materials: CCCCCCCCCCCCCCCC(O)CC(=O)OC(C)(C)C, CCCCCCCCCC(=O)NCCCCCC(=O)O, ClCCl, CN(C)c1ccncc1, C(=NC1CCCCC1)=NC1CCCCC1. The product is CCCCCCCCCCCCCCCC(CC(=O)OC(C)(C)C)OC(=O)CCCCCNC(=O)CCCCCCCCC. As a reaction SMILES: [C:1]([CH3:2])([CH3:3])([CH3:4])[O:5][C:6]([CH2:7][CH:8]([CH2:9][CH2:10][CH2:11][CH2:12][CH2:13][CH2:14][CH2:15][CH2:16][CH2:17][CH2:18][CH2:19][CH2:20][CH2:21][CH2:22][CH3:23])[OH:24])=[O:25].[C:26]([CH2:27][CH2:28][CH2:29][CH2:30][CH2:31][CH2:32][CH2:33][CH2:34][CH3:35])(=[O:36])[NH:37][CH2:38][CH2:39][CH2:40][CH2:41][CH2:42][C:43](=[O:44])[OH:45].[CH2:70]([Cl:71])[Cl:72].[CH3:61][N:62]([c:63]1[cH:64][cH:65][n:66][cH:67][cH:68]1)[CH3:69].[CH:46]1([N:47]=[C:48]=[N:49][CH:50]2[CH2:51][CH2:52][CH2:53][CH2:54][CH2:55]2)[CH2:56][CH2:57][CH2:58][CH2:59][CH2:60]1>>[C:1]([CH3:2])([CH3:3])([CH3:4])[O:5][C:6]([CH2:7][CH:8]([CH2:9][CH2:10][CH2:11][CH2:12][CH2:13][CH2:14][CH2:15][CH2:16][CH2:17][CH2:18][CH2:19][CH2:20][CH2:21][CH2:22][CH3:23])[O:24][C:43]([CH2:42][CH2:41][CH2:40][CH2:39][CH2:38][NH:37][C:26]([CH2:27][CH2:28][CH2:29][CH2:30][CH2:31][CH2:32][CH2:33][CH2:34][CH3:35])=[O:36])=[O:44])=[O:25]. Procedure details: Phenylboric acid (2.13 g; 17.5 mmol) followed by KF solution (2M in water, 15 ml) and finally Pd(PPh3)4 (607 mg; 0.5 mmol; 3 mol %) were added under a nitrogen atmosphere to a solution of 6-bromoimidazo[1,2-a]pyridine-2-carboxylic acid ethyl ester (4.71 g; 17.5 mmol) in acetonitrile (30 ml) in a Milestone 100 ml high-pressure vessel. The reaction vessel was rinsed with nitrogen, closed and irradiated in a microwave at 160° C. for 5 min. (DC control: n-hexane-ethyl acetate 1:1). Two batches of th... Starting materials: C1(=CC=CC=C1)OB(O)O (Phenylboric acid), [OH-].[Na+] (NaOH), C1(=CC=CC=C1)C=1C=CC=2N(C1)C=C(N2)C(=O)O (6-phenylimidazo[1,2-a]pyridine-2-carboxylic acid), Cl (HCl), C(C)OC(=O)C=1N=C2N(C=C(C=C2)C2=CC=CC=C2)C1 (6-phenylimidazo[1,2-a]pyridine-2-carboxylic acid ethyl ester), stainless steel, C(C)OC(=O)C=1N=C2N(C=C(C=C2)Br)C1 (6-bromoimidazo[1,2-a]pyridine-2-carboxylic acid ethyl ester), [F-].[K+] (KF). The reagents and catalysts are [Pd] (Palladium on activated carbon), C=1C=CC(=CC1)[P](C=2C=CC=CC2)(C=3C=CC=CC3)[Pd]([P](C=4C=CC=CC4)(C=5C=CC=CC5)C=6C=CC=CC6)([P](C=7C=CC=CC7)(C=8C=CC=CC8)C=9C=CC=CC9)[P](C=1C=CC=CC1)(C=1C=CC=CC1)C=1C=CC=CC1 (Pd(PPh3)4). Yields the product C1(=CC=CC=C1)C1CCC=2N(C1)C=C(N2)C(=O)O (6-Phenyl-5,6,7,8-tetrahydroimidazo[1,2-a]pyridine-2-carboxylic Acid). Solvent: C(C)O (ethanol), C(C)O (ethanol), C(C)#N (acetonitrile). RXN SMILES: C1(OB(O)O)C=CC=CC=1.[F-].[K+].C(OC(C1N=C2C=CC(Br)=CN2C=1)=O)C.C([O:30][C:31]([C:33]1[N:34]=[C:35]2[CH:40]=[CH:39][C:38]([C:41]3[CH:46]=[CH:45][CH:44]=[CH:43][CH:42]=3)=[CH:37][N:36]2[CH:47]=1)=[O:32])C.[OH-].[Na+].C1(C2C=CC3N(C=C(C(O)=O)N=3)C=2)C=CC=CC=1.Cl>C(#N)C.C(O)C.[Pd].C1C=CC([P]([Pd]([P](C2C=CC=CC=2)(C2C=CC=CC=2)C2C=CC=CC=2)([P](C2C=CC=CC=2)(C2C=CC=CC=2)C2C=CC=CC=2)[P](C2C=CC=CC=2)(C2C=CC=CC=2)C2C=CC=CC=2)(C2C=CC=CC=2)C2C=CC=CC=2)=CC=1>[C:41]1([CH:38]2[CH2:37][N:36]3[CH:47]=[C:33]([C:31]([OH:32])=[O:30])[N:34]=[C:35]3[CH2:40][CH2:39]2)[CH:46]=[CH:45][CH:44]=[CH:43][CH:42]=1 |f:1.2,5.6,^1:79,81,100,119|. The reactants are C(C1=CC=CC=C1)(=O)CC(=O)C (1-benzoylacetone), C(CCC)[Li] (n-Butyllithium), [Cl-].[NH4+] (ammonium chloride), BrCC=1C=C(O[Si](C(C)(C)C)(C)C)C=CC1 ([3-(bromomethyl)phenoxy]dimethyl(1,1-dimethylethyl)silane). The solvent is CCCCCC (hexane), C1CCOC1 (THF). Run at time 10 minute. Yields the product C[Si](OC=1C=C(C=CC1)CCC(CC(=O)C1=CC=CC=C1)=O)(C(C)(C)C)C (5-[3-[dimethyl(1,1-dimethylethyl)siloxy]phenyl]-1-phenyl- 1,3-pentanedione). The yield is 63.6%. RXN SMILES: [C:1]([CH2:9][C:10]([CH3:12])=[O:11])(=[O:8])[C:2]1[CH:7]=[CH:6][CH:5]=[CH:4][CH:3]=1.C([Li])CCC.Br[CH2:19][C:20]1[CH:21]=[C:22]([CH:31]=[CH:32][CH:33]=1)[O:23][Si:24]([CH3:30])([CH3:29])[C:25]([CH3:28])([CH3:27])[CH3:26].[Cl-].[NH4+]>CCCCCC.C1COCC1>[CH3:30][Si:24]([CH3:29])([C:25]([CH3:27])([CH3:26])[CH3:28])[O:23][C:22]1[CH:21]=[C:20]([CH2:19][CH2:12][C:10](=[O:11])[CH2:9][C:1]([C:2]2[CH:7]=[CH:6][CH:5]=[CH:4][CH:3]=2)=[O:8])[CH:33]=[CH:32][CH:31]=1 |f:3.4|. Procedure: Sodium hydride (2.13 g of a 50% dispersion in mineral oil, 44 mmol) was washed twice with hexanes, covered with dry THF (150 mL) and 1-benzoylacetone (6.00 g, 37 mmol) added portionwise. The mixture was stirred at room temperature under an atmosphere of nitrogen for 10 minutes to give a slurry which was cooled to -20° C. n-Butyllithium (2.60 g, 40 mmol) in hexane (16.3 mL) was added dropwise to provide a solution which was stirred for 20 minutes prior to the dropwise addition of [3-(bromomethyl)...